Dataset: the Open Reaction Database (ORD), a public repository of structured organic reaction records. Task: describe an organic reaction: reactants, conditions, products, and yield Reactants: ClC1=C(C=CC=C1)C=CC(=O)O (3-(2-chloro-phenyl)-acrylic acid). Reagents/catalysts: [Rh] (Rh/Al2O3). Solvent: C1CCOC1 (THF). The product is ClC1=C(C=CC=C1)CCC(=O)O (3-(2-chloro-phenyl)-propionic acid). Reaction SMILES: [Cl:1][C:2]1[CH:7]=[CH:6][CH:5]=[CH:4][C:3]=1[CH:8]=[CH:9][C:10]([OH:12])=[O:11]>C1COCC1.[Rh]>[Cl:1][C:2]1[CH:7]=[CH:6][CH:5]=[CH:4][C:3]=1[CH2:8][CH2:9][C:10]([OH:12])=[O:11]. Procedure: 3-(2-chloro-phenyl)-acrylic acid (10.00 g, 55.00 mmol) in THF was mixed with Rh/Al2O3 (500 mg) and hydrogenated for 14 hours. The reaction mixture was filtered through celite and the filtrate was concentrated to give 3-(2-chloro-phenyl)-propionic acid. 3-(2-chloro-phenyl)-propionic acid (10.0 g, 43.70 mmol) was then reacted with SOCl2 (6.00 mL, 82.26 mmol) and AlCl3 (8.00 g, 60.00 mmol) according to the protocols as outlined in general procedure C to afford the title chloroindanone. iv Berrier, ... Reactants: ClCCl, [Na+], [OH-], OCc1cccc2[nH]ccc12. The product is O=Cc1cccc2[nH]ccc12. As a reaction SMILES: [Cl:14][CH2:15][Cl:16].[Na+:13].[OH-:12].[nH:1]1[cH:2][cH:3][c:4]2[c:5]([CH2:10][OH:11])[cH:6][cH:7][cH:8][c:9]12>>[nH:1]1[cH:2][cH:3][c:4]2[c:5]([CH:10]=[O:11])[cH:6][cH:7][cH:8][c:9]12. Starting materials: [Mn](=O)(=O)(=O)[O-].[K+] (Potassium permanganate), ClC1=C(C=CC(=C1S(=O)(=O)C)Cl)C (2,4-dichloro-3-(methylsulphonyl)toluene), O (water). Conditions: temperature 0 celsius. The product is ClC1=C(C(=O)O)C=CC(=C1S(=O)(=O)C)Cl (2,4-dichloro-3-(methylsulphonyl)benzoic acid). As a reaction SMILES: [Mn]([O-])(=O)(=O)=[O:2].[K+].[Cl:7][C:8]1[C:13]([S:14]([CH3:17])(=[O:16])=[O:15])=[C:12]([Cl:18])[CH:11]=[CH:10][C:9]=1[CH3:19].[OH2:20]>>[Cl:7][C:8]1[C:13]([S:14]([CH3:17])(=[O:16])=[O:15])=[C:12]([Cl:18])[CH:11]=[CH:10][C:9]=1[C:19]([OH:2])=[O:20] |f:0.1|. Procedure details: Potassium permanganate (33.66 g) was added in portions to a stirred heated suspension of 2,4-dichloro-3-(methylsulphonyl)toluene (16.88 g) in water at 95°-100° C. The mixture was stirred and heated at reflux for one and a half hours. The hot suspension was filtered and the filtrate was cooled to 0° C. and acidified. It was filtered to give 2,4-dichloro-3-(methylsulphonyl)benzoic acid (5.35 g) as an orange solid, m.p. 157.5°-158.5° C. Solvent: C(C)O (ethanol). Procedure details: To the solution of compound (84) (0.703 mmoles) in ethanol (10 ml) was added hydroxylamine HCl (2.878 mmoels) and pyridine (2.844 mmoles) at ambient temp. The reaction was heated to reflux for 2.0 hrs. After completion of reaction, distilled off the solvent completely, added water (20 ml) and the product was extracted in Ethyl acetate (2×100 ml), washed with 10% brine and dried over sodium sulphate. The solvent was distilled completely under reduced pressure to get the crude compound. This crude... Starting materials: N1(C=NC2=C1C=CC=C2)C2=CC=C(S2)C(CCCC)=O (1-[5-(1H-benzimidazol-1-yl)-2-thienyl]pentan-1-one), Cl.NO (hydroxylamine HCl), N1=CC=CC=C1 (pyridine). The product is N1(C=NC2=C1C=CC=C2)C2=CC=C(S2)C(CCCC)=NO (1-[5-(1H-benzimidazol-1-yl)-2-thienyl]pentan-1-one oxime). As a reaction SMILES: [N:1]1([C:10]2[S:14][C:13]([C:15](=O)[CH2:16][CH2:17][CH2:18][CH3:19])=[CH:12][CH:11]=2)[C:5]2[CH:6]=[CH:7][CH:8]=[CH:9][C:4]=2[N:3]=[CH:2]1.Cl.[NH2:22][OH:23].N1C=CC=CC=1>C(O)C>[N:1]1([C:10]2[S:14][C:13]([C:15](=[N:22][OH:23])[CH2:16][CH2:17][CH2:18][CH3:19])=[CH:12][CH:11]=2)[C:5]2[CH:6]=[CH:7][CH:8]=[CH:9][C:4]=2[N:3]=[CH:2]1 |f:1.2|. Starting materials: ClC1=CC(=NC2=C(C=CC=C12)O)C (4-chloro-8-hydroxy-2-methylquinoline), CN1C(N(CC1)C)=O (1,3-dimethyl-2-imidazolidinone), solution, C[O-].[Na+] (sodium methoxide). The solvent is CO (methanol). Reaction conditions: temperature 150 celsius, time 4 hour. The product is OC=1C=CC=C2C(=CC(=NC12)C)OC (8-hydroxy-4-methoxy-2-methylquinoline). As a reaction SMILES: Cl[C:2]1[C:11]2[C:6](=[C:7]([OH:12])[CH:8]=[CH:9][CH:10]=2)[N:5]=[C:4]([CH3:13])[CH:3]=1.CN1CCN(C)[C:16]1=[O:21].C[O-].[Na+]>CO>[OH:12][C:7]1[CH:8]=[CH:9][CH:10]=[C:11]2[C:6]=1[N:5]=[C:4]([CH3:13])[CH:3]=[C:2]2[O:21][CH3:16] |f:2.3|. Reported procedure: A mixture of 4-chloro-8-hydroxy-2-methylquinoline (9 g), 1,3-dimethyl-2-imidazolidinone (100 ml) and 28% solution of sodium methoxide in methanol (135 ml) was stirred at 150° C. for 4 hours. The reaction mixture was cooled to ambient temperature followed by partition into ethyl acetate and water. The organic layer was washed with water and brine, dried over magnesium sulfate and concentrated in vacuo. The crystalline residue was washed with n-hexane to give 8-hydroxy-4-methoxy-2-methylquinoline ... Starting materials: O=C([O-])[O-], CC(C)I, NS(=O)(=O)c1ccc(-n2nc(C(F)(F)F)cc2O)cc1F, [K+], [K+], [Na+], CN(C)C=O, [OH-]. Yields the product CC(C)Oc1cc(C(F)(F)F)nn1-c1ccc(S(N)(=O)=O)c(F)c1. Reaction SMILES: [C:22](=[O:23])([O-:24])[O-:25].[CH:28]([CH3:29])([CH3:30])[I:31].[F:1][c:2]1[c:3]([S:18](=[O:19])(=[O:20])[NH2:21])[cH:4][cH:5][c:6](-[n:8]2[n:9][c:10]([C:14]([F:15])([F:16])[F:17])[cH:11][c:12]2[OH:13])[cH:7]1.[K+:26].[K+:27].[Na+:33].[O:34]=[CH:35][N:36]([CH3:37])[CH3:38].[OH-:32]>>[F:1][c:2]1[c:3]([S:18](=[O:19])(=[O:20])[NH2:21])[cH:4][cH:5][c:6](-[n:8]2[n:9][c:10]([C:14]([F:15])([F:16])[F:17])[cH:11][c:12]2[O:13][CH:28]([CH3:29])[CH3:30])[cH:7]1. Reaction SMILES: [Br:1][C:2]1[CH:3]=[C:4]([CH2:8][CH2:9][C:10]2[CH:24]=[CH:23][CH:22]=[CH:21][C:11]=2[O:12][CH2:13][CH2:14][CH:15]2[CH2:19][CH2:18][CH2:17][N:16]2[CH3:20])[CH:5]=[CH:6][CH:7]=1.[ClH:25]>O1CCOCC1>[ClH:25].[Br:1][C:2]1[CH:3]=[C:4]([CH2:8][CH2:9][C:10]2[CH:24]=[CH:23][CH:22]=[CH:21][C:11]=2[O:12][CH2:13][CH2:14][CH:15]2[CH2:19][CH2:18][CH2:17][N:16]2[CH3:20])[CH:5]=[CH:6][CH:7]=1 |f:3.4|. Solvent: O1CCOCC1 (dioxane), solution, O1CCOCC1 (dioxane). The product is Cl.BrC=1C=C(C=CC1)CCC1=C(OCCC2N(CCC2)C)C=CC=C1 (2-(2-{2-[2-(3-Bromophenyl)ethyl]phenoxy}ethyl)-1-methylpyrrolidine hydrochloride). Yield: 80.0%. Starting materials: BrC=1C=C(C=CC1)CCC1=C(OCCC2N(CCC2)C)C=CC=C1 (2-(2-{2-[2-(3-bromophenyl)ethyl]phenoxy}ethyl)-1-methylpyrrolidine), Cl (hydrogen chloride). Reported procedure: 0.450 g of 2-(2-{2-[2-(3-bromophenyl)ethyl]phenoxy}ethyl)-1-methylpyrrolidine [prepared as described in step (a) above] was dissolved in a small amount of dioxane, and 0.4 ml of a 4N solution of hydrogen chloride in dioxane was added to the solution. The mixture was then concentrated by distillation under reduced pressure. The concentrate was dissolved in 15 ml of ethyl acetate and allowed to stand at room temperature. The crystals which precipitated were collected by filtration and dried in vac... Starting materials: CS(=O)(=O)N1C=CC2=CC=C(C=C12)N (N-methanesulfonyl-6-aminoindole), Cl.CCOCC (HCl ether), N1C(NCC1)=NC=1C=C(C=CC1)NS(=O)(=O)C (N-[3-(Imidazolidin-2-ylideneamino)-phenyl]-methanesulfonamide), [OH-].[Na+] (NaOH). The solvent is C(C)(C)O (isopropanol), C(C)(C)O (isopropanol), CO (MeOH). Yields the product Cl.CS(=O)(=O)N1C=CC2=CC=C(C=C12)N=C1NCCN1 (N-methanesulfonyl-6-(imidazolidin-2-ylideneamino)indole hydrochloride). RXN SMILES: [NH:1]1[CH2:5][CH2:4][NH:3][C:2]1=[N:6][C:7]1[CH:8]=[C:9]([NH:13][S:14]([CH3:17])(=[O:16])=[O:15])[CH:10]=[CH:11][CH:12]=1.[OH-].[Na+].CS(N1C2C(=CC=C(N)C=2)[CH:26]=[CH:25]1)(=O)=O.[ClH:34].CCOCC>CO.C(O)(C)C>[ClH:34].[CH3:17][S:14]([N:13]1[C:9]2[C:10](=[CH:11][CH:12]=[C:7]([N:6]=[C:2]3[NH:3][CH2:4][CH2:5][NH:1]3)[CH:8]=2)[CH:26]=[CH:25]1)(=[O:16])=[O:15] |f:1.2,4.5,8.9|. Procedure details: 3.82 g of 2-chloroimidazoline hydrogen sulfate (see Example 6A) was treated with 50 ml of 1M NaOH solution and immediately extracted with CH2Cl2 (3×20 ml). The extracts were dried (K2CO3) and the solution decanted. 10 ml of isopropanol was added and the CH2Cl2 was removed at reduced pressure. The resultant isopropanol solution was added to a refluxing solution of the N-methanesulfonyl-6-aminoindole (2.02 g, 9.61 mmol) in isopropanol (10 mmol). The mixture was refluxed for 3 hr, cooled, and conce... The reactants are reagent, C1(=CC=C(C=C1)C=1SC=CC1)C (2-p-tolylthiophene), C1(=CC=CC=C1)SCl (benzenesulfenyl chloride). Reagents/catalysts: [Fe] (iron). Run in C(Cl)(Cl)(Cl)Cl (carbon tetrachloride). Conditions: time 4 day. The product is C1(=CC=CC=C1)SC=1SC(=CC1)C1=CC=C(C=C1)C (2-phenylthio-5-p-tolylthiophene). Isolated yield 28.3%. Reaction SMILES: [C:1]1([CH3:12])[CH:6]=[CH:5][C:4]([C:7]2[S:8][CH:9]=[CH:10][CH:11]=2)=[CH:3][CH:2]=1.[C:13]1([S:19]Cl)[CH:18]=[CH:17][CH:16]=[CH:15][CH:14]=1>[Fe].C(Cl)(Cl)(Cl)Cl>[C:13]1([S:19][C:9]2[S:8][C:7]([C:4]3[CH:5]=[CH:6][C:1]([CH3:12])=[CH:2][CH:3]=3)=[CH:11][CH:10]=2)[CH:18]=[CH:17][CH:16]=[CH:15][CH:14]=1. Procedure details: Into 500 ml of reagent carbon tetrachloride were added 61 g (0.35 mole) of 2-p-tolylthiophene, 41 ml (51 g, 0.35 mole) of benzenesulfenyl chloride and 0.05 g of powdered iron. The reaction mixture was allowed to stand four days at room temperature after which the carbon tetrachloride was distilled off and the 45-gram residue washed with a mixture of 80 ml of ether and 250 ml of petroleum ether. Recrystallization of the washed solid from 300 ml of ethanol gave 28 g (29%) of 2-phenylthio-5-p-tolyl... Starting materials: CC(CN1CCCC1)(C)N1C=NC(=C1)NC(C(CCC)N)=O (2-Amino-pentanoic acid [1-(1,1-dimethyl-2-pyrrolidin-1-yl-ethyl)-1H-imidazol-4-yl]-amide), FC=1C=C2CCC(CC2=CC1)=O (6-Fluoro-3,4-dihydro-1H-naphthalen-2-one). Yields the product CC(CN1CCCC1)(C)N1C=NC(=C1)NC(C(CCC)NC1CC2=CC=C(C=C2CC1)F)=O (2-(6-Fluoro-1,2,3,4-tetrahydro-naphthalen-2-ylamino)-pentanoic acid [1-(1,1-dimethyl-2-pyrrolidin-1-yl-ethyl)-1H-imidazol-4-yl]-amide). Procedure: 2-Amino-pentanoic acid [1-(1,1-dimethyl-2-pyrrolidin-1-yl-ethyl)-1H-imidazol-4-yl]-amide was reacted with 6-Fluoro-3,4-dihydro-1H-naphthalen-2-one to provide the title compound: C13 NMR (100 MHz, CDCl3) 14.2, 19.6, 19.6, 24.3, 26.6, 28.1, 28.3, 29.2, 30.1, 35.9, 36.5, 36.6, 36.7, 53.2, 53.4, 56.0, 59.1, 60.4, 60.7, 67.3, 104.7, 104.8, 112.9, 113.1, 114.8, 114.9, 115.0, 115.1, 130.2, 130.7, 130.8, 130.8, 131.1, 137.3, 137.8, 138.1, 160.1, 162.5, 172.5; MS m/z 456.4 (M+1). As a reaction SMILES: [CH3:1][C:2]([N:10]1[CH:14]=[C:13]([NH:15][C:16](=[O:22])[CH:17]([NH2:21])[CH2:18][CH2:19][CH3:20])[N:12]=[CH:11]1)([CH3:9])[CH2:3][N:4]1[CH2:8][CH2:7][CH2:6][CH2:5]1.[F:23][C:24]1[CH:25]=[C:26]2[C:31](=[CH:32][CH:33]=1)[CH2:30][C:29](=O)[CH2:28][CH2:27]2>>[CH3:1][C:2]([N:10]1[CH:14]=[C:13]([NH:15][C:16](=[O:22])[CH:17]([NH:21][CH:29]2[CH2:28][CH2:27][C:26]3[C:31](=[CH:32][CH:33]=[C:24]([F:23])[CH:25]=3)[CH2:30]2)[CH2:18][CH2:19][CH3:20])[N:12]=[CH:11]1)([CH3:9])[CH2:3][N:4]1[CH2:8][CH2:7][CH2:6][CH2:5]1.